This data is from the Open Reaction Database (ORD), a public repository of structured organic reaction records. The task is: describe an organic reaction: reactants, conditions, products, and yield Reactants: BrN1C(=O)N(C(=O)C1(C)C)Br (1,3-Dibromo-5,5-dimethylhydantoin), C([O-])(O)=O.[Na+] (sodium bicarbonate), C(CCCCCCCCCCC)(=O)OOC(CCCCCCCCCCC)=O (lauroyl peroxide), C(C)(=O)O[C@H]1C[C@@H](CC2=CC[C@H]3[C@@H]4CC[C@H]([C@@H](/C=C/[C@@H](C(C)C)C)C)[C@]4(CC[C@@H]3[C@@]12C)C)OC(C)=O ((22E)-5,22-ergostadiene-1α,3β-diol diacetate), N1=C(C)C=CC2=CC=CC=C12 (quinaldine). Solvent: CCCCCC (hexane), C(C)(=O)OCCCC (butyl acetate). The product is C(C)(=O)O[C@H]1C[C@@H](CC2=CC=C3[C@@H]4CC[C@H]([C@@H](/C=C/[C@@H](C(C)C)C)C)[C@]4(CC[C@@H]3[C@@]12C)C)OC(C)=O ((22E)-5,7,22-ergostatriene-1α,3β-diol diacetate). RXN SMILES: BrN1C(C)(C)C(=O)N(Br)C1=O.C(=O)(O)[O-].[Na+].C(OOC(=O)CCCCCCCCCCC)(=O)CCCCCCCCCCC.[C:45]([O:48][C@@H:49]1[C@@:74]2([CH3:75])[C:53](=[CH:54][CH2:55][C@@H:56]3[C@@H:73]2[CH2:72][CH2:71][C@@:70]2([CH3:76])[C@H:57]3[CH2:58][CH2:59][C@@H:60]2[C@H:61]([CH3:69])/[CH:62]=[CH:63]/[C@H:64]([CH3:68])[CH:65]([CH3:67])[CH3:66])[CH2:52][C@@H:51]([O:77][C:78](=[O:80])[CH3:79])[CH2:50]1)(=[O:47])[CH3:46].N1C2C(=CC=CC=2)C=CC=1C>CCCCCC.C(OCCCC)(=O)C>[C:45]([O:48][C@@H:49]1[C@@:74]2([CH3:75])[C:53](=[CH:54][CH:55]=[C:56]3[C@@H:73]2[CH2:72][CH2:71][C@@:70]2([CH3:76])[C@H:57]3[CH2:58][CH2:59][C@@H:60]2[C@H:61]([CH3:69])/[CH:62]=[CH:63]/[C@H:64]([CH3:68])[CH:65]([CH3:66])[CH3:67])[CH2:52][C@@H:51]([O:77][C:78](=[O:80])[CH3:79])[CH2:50]1)(=[O:47])[CH3:46] |f:1.2|. Procedure details: 1,3-Dibromo-5,5-dimethylhydantoin (3.45 g, 12 mmol), sodium bicarbonate (400 mg) and lauroyl peroxide (50 mg) were added to a solution of (22E)-5,22-ergostadiene-1α,3β-diol diacetate (IX) (10.0 g, 20 mmol) in hexane (150 ml). The reaction solution was stirred under reflux for 25 minutes. After cooling, the crystals were separated by filtration from the reaction mixture and hexane was distilled off from a filtrate. The residue was dissolved in butyl acetate (80 ml) and added dropwise to a solutio... The product is C(C)OC(CSC1C=CCCCC1)OCC (3-[(2,2-diethoxyethyl)thio]-1-cycloheptene). Starting materials: C(C)(=O)SC1C=CCCCC1 (3-acetylmercaptocycloheptene), C(C)OC(CBr)OCC (bromoacetaldehyde diethylacetal), [O-]CC.[Na+] (sodium ethoxide), [Na] (sodium). Reported procedure: A solution of fresh sodium ethoxide prepared from 7.6 g (0.330 gram-atom metallic sodium) in 200 ml of absolute ethanol was treated dropwise with 56.18 g (0.330 mole) of 3-acetylmercaptocycloheptene in 10 ml of absolute ethanol. The reaction was heated under reflux for 15 minutes and then cooled to room temperature. A solution of 49.69 ml (0.330 mole) of bromoacetaldehyde diethylacetal in 30 ml of absolute ethanol was added dropwise. The reaction mixture was heated under reflux for 2.0 hours and... The yield is 99.4%. RXN SMILES: [O-]CC.[Na+].[Na].C([S:9][CH:10]1[CH2:16][CH2:15][CH2:14][CH2:13][CH:12]=[CH:11]1)(=O)C.[CH2:17]([O:19][CH:20]([O:23][CH2:24][CH3:25])[CH2:21]Br)[CH3:18]>C(O)C>[CH2:17]([O:19][CH:20]([O:23][CH2:24][CH3:25])[CH2:21][S:9][CH:10]1[CH2:16][CH2:15][CH2:14][CH2:13][CH:12]=[CH:11]1)[CH3:18] |f:0.1,^1:4|. The solvent is C(C)O (ethanol), C(C)O (ethanol), C(C)O (ethanol). Starting materials: [I-], [Li+], COC(=O)c1cccc2nc(C(C)Nc3ncnc(N)c3C#N)n(C3CC3)c12, c1ccncc1. Product: CC(Nc1ncnc(N)c1C#N)c1nc2cccc(C(=O)O)c2n1C1CC1. Reaction SMILES: [I-:29].[Li+:30].[NH2:1][c:2]1[c:3]([C:27]#[N:28])[c:4]([NH:8][CH:9]([CH3:10])[c:11]2[n:12][c:13]3[c:14]([n:15]2[CH:16]2[CH2:17][CH2:18]2)[c:19]([C:23](=[O:24])[O:25][CH3:26])[cH:20][cH:21][cH:22]3)[n:5][cH:6][n:7]1.[cH:31]1[cH:32][cH:33][n:34][cH:35][cH:36]1>>[NH2:1][c:2]1[c:3]([C:27]#[N:28])[c:4]([NH:8][CH:9]([CH3:10])[c:11]2[n:12][c:13]3[c:14]([n:15]2[CH:16]2[CH2:17][CH2:18]2)[c:19]([C:23](=[O:24])[OH:25])[cH:20][cH:21][cH:22]3)[n:5][cH:6][n:7]1. Starting materials: ice water, [H-].[Na+] (sodium hydride), C(C=C)OC1=CC=C(C=C1)CCO (2-(4-allyloxyphenyl)ethanol), C1(CC1)CBr (Cyclopropylmethyl bromide). The solvent is CS(=O)C (dimethylsulphoxide), CS(=O)C (dimethyl sulphoxide). Run at time 8 hour. Product: C(C=C)OC1=CC=C(C=C1)CCOCC1CC1 (1-allyloxy-4-[2-(cyclopropylmethoxy)ethyl]benzene). Yield: 38.8%. Reaction SMILES: [H-].[Na+].[CH2:3]([O:6][C:7]1[CH:12]=[CH:11][C:10]([CH2:13][CH2:14][OH:15])=[CH:9][CH:8]=1)[CH:4]=[CH2:5].[CH:16]1([CH2:19]Br)[CH2:18][CH2:17]1>CS(C)=O>[CH2:3]([O:6][C:7]1[CH:12]=[CH:11][C:10]([CH2:13][CH2:14][O:15][CH2:19][CH:16]2[CH2:18][CH2:17]2)=[CH:9][CH:8]=1)[CH:4]=[CH2:5] |f:0.1|. Procedure details: To a flask charged with redistilled dimethylsulphoxide (50 ml) and sodium hydride (50% dispersion, 4.8 g) was slowly added 2-(4-allyloxyphenyl)ethanol (17.8 g) at ice-bath temperature. Cyclopropylmethyl bromide (13.5 g) in dry dimethyl sulphoxide (20 ml) was added with cooling under nitrogen. The reaction mixture was stirred at room temperature overnight, poured on to ice-water and extracted into diethyl ether. The organic layer was thoroughly washed with saturated brine, evaporated under reduce... Starting materials: C=C1OC(=O)C2CCC1C2, CS(C)=O, C[O-], [Na+], O. The product is O=C1CC(=O)C2CCC1C2. RXN SMILES: [CH2:4]=[C:5]1[O:6][C:7](=[O:13])[CH:8]2[CH2:9][CH2:10][CH:11]1[CH2:12]2.[CH3:14][S:15](=[O:16])[CH3:17].[CH3:1][O-:2].[Na+:3].[OH2:18]>>[CH2:4]1[C:5](=[O:6])[CH:11]2[CH2:10][CH2:9][CH:8]([C:7]1=[O:13])[CH2:12]2.